This data is from the Open Reaction Database (ORD), a public repository of structured organic reaction records. The task is: describe an organic reaction: reactants, conditions, products, and yield The reactants are O=S(=O)(c1ccccc1)n1cc(Br)c2c(Cl)ccnc21, [C-]#N, [C-]#N, CN1CCN(C)C1=O, O, [Zn+2], c1ccc(P(c2ccccc2)(c2ccccc2)[Pd](P(c2ccccc2)(c2ccccc2)c2ccccc2)(P(c2ccccc2)(c2ccccc2)c2ccccc2)P(c2ccccc2)(c2ccccc2)c2ccccc2)cc1. Yields the product N#Cc1cn(S(=O)(=O)c2ccccc2)c2nccc(Cl)c12. RXN SMILES: [Br:1][c:2]1[cH:3][n:4]([S:12](=[O:13])(=[O:14])[c:15]2[cH:16][cH:17][cH:18][cH:19][cH:20]2)[c:5]2[n:6][cH:7][cH:8][c:9]([Cl:11])[c:10]12.[C-:30]#[N:31].[C-:33]#[N:34].[CH3:22][N:23]1[CH2:24][CH2:25][N:26]([CH3:27])[C:28]1=[O:29].[OH2:21].[Zn+2:32].[cH:35]1[cH:36][cH:37][c:38]([P:39]([Pd:40]([P:41]([c:42]2[cH:43][cH:44][cH:45][cH:46][cH:47]2)([c:48]2[cH:49][cH:50][cH:51][cH:52][cH:53]2)[c:54]2[cH:55][cH:56][cH:57][cH:58][cH:59]2)([P:60]([c:61]2[cH:62][cH:63][cH:64][cH:65][cH:66]2)([c:67]2[cH:68][cH:69][cH:70][cH:71][cH:72]2)[c:73]2[cH:74][cH:75][cH:76][cH:77][cH:78]2)[P:79]([c:80]2[cH:81][cH:82][cH:83][cH:84][cH:85]2)([c:86]2[cH:87][cH:88][cH:89][cH:90][cH:91]2)[c:92]2[cH:93][cH:94][cH:95][cH:96][cH:97]2)([c:98]2[cH:99][cH:100][cH:101][cH:102][cH:103]2)[c:104]2[cH:105][cH:106][cH:107][cH:108][cH:109]2)[cH:110][cH:111]1>>[c:2]1([C:22]#[N:23])[cH:3][n:4]([S:12](=[O:13])(=[O:14])[c:15]2[cH:16][cH:17][cH:18][cH:19][cH:20]2)[c:5]2[n:6][cH:7][cH:8][c:9]([Cl:11])[c:10]12. Starting materials: O.P(=O)([O-])([O-])[O-].[Na+].[Na+].[Na+] (sodium phosphate monohydrate), C([O-])(O)=O.[Na+] (sodium bicarbonate). The solvent is O (water), O (water). Yields the product O.P(=O)([O-])([O-])[O-].[Na+].[Na+].[Na+] (sodium phosphate monohydrate), C(=O)=O (carbon dioxide). RXN SMILES: O.[P:2]([O-:6])([O-:5])([O-:4])=[O:3].[Na+:7].[Na+].[Na+].[C:10](=O)([OH:12])[O-:11].[Na+]>O>[OH2:3].[P:2]([O-:6])([O-:5])([O-:4])=[O:3].[Na+:7].[Na+:7].[Na+:7].[C:10](=[O:12])=[O:11] |f:0.1.2.3.4,5.6,8.9.10.11.12|. Procedure details: The present invention utilizes the reaction of monobasic sodium phosphate monohydrate and sodium bicarbonate in water to produce dibasic sodium phosphate monohydrate, carbon dioxide (which dissipates) and water, according to the following equation: The reactants are CCN=C=NCCCN(C)C, CN(C)C=O, CCOC(C)=O, O=C(O)c1cccc2c(Cl)cccc12, Cl, CC(C)(C)COc1cccc(CC(N)C(O)c2cccc(Cl)c2)c1, O, On1nnc2ccccc21. Product: CC(C)(C)COc1cccc(CC(NC(=O)c2cccc3c(Cl)cccc23)C(O)c2cccc(Cl)c2)c1. RXN SMILES: [CH2:51]([N:52]=[C:53]=[N:54][CH2:55][CH2:56][CH2:57][N:58]([CH3:59])[CH3:60])[CH3:61].[CH3:62][N:63]([CH3:64])[CH:65]=[O:66].[CH3:67][CH2:68][O:69][C:70](=[O:71])[CH3:72].[Cl:25][c:26]1[c:27]2[cH:28][cH:29][cH:30][c:31]([C:36](=[O:37])[OH:38])[c:32]2[cH:33][cH:34][cH:35]1.[ClH:50].[NH2:1][CH:2]([CH:3]([OH:4])[c:5]1[cH:6][c:7]([Cl:11])[cH:8][cH:9][cH:10]1)[CH2:12][c:13]1[cH:14][c:15]([O:19][CH2:20][C:21]([CH3:22])([CH3:23])[CH3:24])[cH:16][cH:17][cH:18]1.[OH2:39].[OH:40][n:41]1[c:42]2[cH:43][cH:44][cH:45][cH:46][c:47]2[n:48][n:49]1>>[NH:1]([CH:2]([CH:3]([OH:4])[c:5]1[cH:6][c:7]([Cl:11])[cH:8][cH:9][cH:10]1)[CH2:12][c:13]1[cH:14][c:15]([O:19][CH2:20][C:21]([CH3:22])([CH3:23])[CH3:24])[cH:16][cH:17][cH:18]1)[C:36]([c:31]1[cH:30][cH:29][cH:28][c:27]2[c:26]([Cl:25])[cH:35][cH:34][cH:33][c:32]21)=[O:37].